describe an organic reaction: reactants, conditions, products, and yield From a dataset of the Open Reaction Database (ORD), a public repository of structured organic reaction records. Starting materials: NC=1C=C(C(=O)NC2=C(C=C(C=C2C)C(C(F)(F)F)(O)C2=CC=C(C=C2)F)C)C=CC1 (3-amino-N-{2,6-dimethyl-4-[2,2,2-trifluoro-1-(4-fluoro-phenyl)-1-hydroxy-ethyl]-phenyl}-benzamide), N1=CC=CC=C1 (pyridine), C(C1=CC=CC=C1)(=O)Cl (benzoyl chloride). Solvent: ClCCl (dichloromethane), ClCCl (dichloromethane), ClCCl (dichloromethane). Reaction conditions: temperature 20 celsius, time 10 minute. Product: C(C1=CC=CC=C1)(=O)NC=1C=C(C(=O)NC2=C(C=C(C=C2C)C(C(F)(F)F)(O)C2=CC=C(C=C2)F)C)C=CC1 (3-benzoylamino-N-{2,6-dimethyl-4-[2,2,2-trifluoro-1-(4-fluoro-phenyl)-1-hydroxy-ethyl]-phenyl}-benzamide). Reaction SMILES: [NH2:1][C:2]1[CH:3]=[C:4]([CH:29]=[CH:30][CH:31]=1)[C:5]([NH:7][C:8]1[C:13]([CH3:14])=[CH:12][C:11]([C:15]([C:21]2[CH:26]=[CH:25][C:24]([F:27])=[CH:23][CH:22]=2)([OH:20])[C:16]([F:19])([F:18])[F:17])=[CH:10][C:9]=1[CH3:28])=[O:6].[C:32](Cl)(=[O:39])[C:33]1[CH:38]=[CH:37][CH:36]=[CH:35][CH:34]=1.N1C=CC=CC=1>ClCCl>[C:32]([NH:1][C:2]1[CH:3]=[C:4]([CH:29]=[CH:30][CH:31]=1)[C:5]([NH:7][C:8]1[C:13]([CH3:14])=[CH:12][C:11]([C:15]([C:21]2[CH:26]=[CH:25][C:24]([F:27])=[CH:23][CH:22]=2)([OH:20])[C:16]([F:17])([F:18])[F:19])=[CH:10][C:9]=1[CH3:28])=[O:6])(=[O:39])[C:33]1[CH:38]=[CH:37][CH:36]=[CH:35][CH:34]=1. Procedure: To a solution of 3-amino-N-{2,6-dimethyl-4-[2,2,2-trifluoro-1-(4-fluoro-phenyl)-1-hydroxy-ethyl]-phenyl}-benzamide (0.064 g, 0.15 mmol) (Example I4) in absolute dichloromethane (2 ml), at 20° C., was added a solution of benzoyl chloride (0.021 g, 0.15 mmol) in dichloromethane (0.5 ml). After 10 minutes, the suspension was treated with a solution of pyridine (0.016 g, 0.2 mmol) in dichloromethane (0.5 ml). The solution was stirred at 20° C. for 2 hours. The reaction mixture was quenched by additi... Reported procedure: A solution of 494 mg (2.23 mmol) 4-chloro-3-trifluoromethyl-phenyl isocyanate in 10 ml THF was added within 15 min. to a solution of 580 mg (2.23 mmol) 3-[4-(4-Amino-phenoxy)-pyrimidin-2-ylamino]-propan-1-ol in 10 ml THF and stirring continued overnight. The reaction mixture was evaporated and purified by HPLC/MS (Reprosil 100 C18, 10 μm, methanol/water 80:20) to give 500 mg oil that solidified by treatment with a small amount of ether. The precipitate was filtered and dried to yield 400 mg of t... The reactants are ClC1=C(C=C(C=C1)N=C=O)C(F)(F)F (4-chloro-3-trifluoromethyl-phenyl isocyanate), NC1=CC=C(OC2=NC(=NC=C2)NCCCO)C=C1 (3-[4-(4-Amino-phenoxy)-pyrimidin-2-ylamino]-propan-1-ol). Product: ClC1=C(C=C(C=C1)NC(=O)NC1=CC=C(C=C1)OC1=NC(=NC=C1)NCCCO)C(F)(F)F (1-(4-Chloro-3-trifluoromethylphenyl)-3-{4-[2-(3-Hydroxy-propylamino)-pyrimidin-4-yloxy]-phenyl}-urea). Isolated yield 46.5%. Run in C1CCOC1 (THF), C1CCOC1 (THF). Conditions: time 8 hour. RXN SMILES: [Cl:1][C:2]1[CH:7]=[CH:6][C:5]([N:8]=[C:9]=[O:10])=[CH:4][C:3]=1[C:11]([F:14])([F:13])[F:12].[NH2:15][C:16]1[CH:33]=[CH:32][C:19]([O:20][C:21]2[CH:26]=[CH:25][N:24]=[C:23]([NH:27][CH2:28][CH2:29][CH2:30][OH:31])[N:22]=2)=[CH:18][CH:17]=1>C1COCC1>[Cl:1][C:2]1[CH:7]=[CH:6][C:5]([NH:8][C:9]([NH:15][C:16]2[CH:17]=[CH:18][C:19]([O:20][C:21]3[CH:26]=[CH:25][N:24]=[C:23]([NH:27][CH2:28][CH2:29][CH2:30][OH:31])[N:22]=3)=[CH:32][CH:33]=2)=[O:10])=[CH:4][C:3]=1[C:11]([F:12])([F:13])[F:14].